This data is from the Open Reaction Database (ORD), a public repository of structured organic reaction records. The task is: describe an organic reaction: reactants, conditions, products, and yield The reactants are O (Water), [N+](=O)([O-])C=1C=NNC1 (4-nitro-1H-pyrazole), IC (iodomethane), [H-].[Na+] (NaH). Run in CCOC(=O)C (EtOAc), CN(C)C=O (DMF). Conditions: time 18 hour. Product: CN1N=CC(=C1)[N+](=O)[O-] (1-methyl-4-nitro-1H-pyrazole). The yield is 87.3%. Reaction SMILES: [N+:1]([C:4]1[CH:5]=[N:6][NH:7][CH:8]=1)([O-:3])=[O:2].I[CH3:10].[H-].[Na+].O>CN(C=O)C.CCOC(C)=O>[CH3:10][N:6]1[CH:5]=[C:4]([N+:1]([O-:3])=[O:2])[CH:8]=[N:7]1 |f:2.3|. Procedure: To a solution of 4-nitro-1H-pyrazole (1.13 g, 10.0 mmol) and iodomethane (1.25 mL, 20.0 mmol) in DMF (12 mL), NaH (60% in mineral oil, 0.600 g, 15.0 mmol) was added. The mixture was stirred for 18 h. Water and EtOAc were added. The organic phase was separated, washed with water, dried over Na2SO4, concentrated in vacuo to give 1-methyl-4-nitro-1H-pyrazole as a solid (1.11 g). Starting materials: CC(NCC(OCOCC[Si](C)(C)C)C(C)C)C(=O)O, CN1C(=O)C(N)C(=O)N(c2ccccc2)c2ccccc21. Product: CC(NCC(OCOCC[Si](C)(C)C)C(C)C)C(=O)C1(N)C(=O)N(C)c2ccccc2N(c2ccccc2)C1=O. As a reaction SMILES: [CH3:1][CH:2]([CH:3]([CH2:4][NH:5][CH:6]([CH3:7])[C:8](=[O:9])[OH:10])[O:11][CH2:12][O:13][CH2:14][CH2:15][Si:16]([CH3:17])([CH3:18])[CH3:19])[CH3:20].[NH2:21][CH:22]1[C:23](=[O:41])[N:24]([c:35]2[cH:36][cH:37][cH:38][cH:39][cH:40]2)[c:25]2[c:26]([cH:31][cH:32][cH:33][cH:34]2)[N:27]([CH3:30])[C:28]1=[O:29]>>[CH3:1][CH:2]([CH:3]([CH2:4][NH:5][CH:6]([CH3:7])[C:8](=[O:10])[C:22]1([NH2:21])[C:23](=[O:41])[N:24]([c:35]2[cH:36][cH:37][cH:38][cH:39][cH:40]2)[c:25]2[c:26]([cH:31][cH:32][cH:33][cH:34]2)[N:27]([CH3:30])[C:28]1=[O:29])[O:11][CH2:12][O:13][CH2:14][CH2:15][Si:16]([CH3:17])([CH3:18])[CH3:19])[CH3:20]. Starting materials: O=C([O-])[O-], CNCCN(C)C, CN(C)C=O, [K+], [K+], O=[N+]([O-])c1ccc(F)cc1, O. Yields the product CN(C)CCN(C)c1ccc([N+](=O)[O-])cc1. RXN SMILES: [C:8](=[O:9])([O-:10])[O-:11].[CH3:1][N:2]([CH2:3][CH2:4][NH:5][CH3:6])[CH3:7].[CH3:24][N:25]([CH3:26])[CH:27]=[O:28].[K+:12].[K+:13].[N+:14](=[O:15])([O-:16])[c:17]1[cH:18][cH:19][c:20]([F:23])[cH:21][cH:22]1.[OH2:29]>>[CH3:1][N:2]([CH2:3][CH2:4][N:5]([CH3:6])[c:20]1[cH:19][cH:18][c:17]([N+:14](=[O:15])[O-:16])[cH:22][cH:21]1)[CH3:7]. The reactants are Cc1ccnc(Br)c1, C1CCOC1, N#CCc1ccc(F)cc1, [H-], [Na+], [Na+], Cc1ccc(S(=O)[O-])cc1. Product: Cc1ccnc(C(C#N)c2ccc(F)cc2)c1. RXN SMILES: [Br:11][c:12]1[n:13][cH:14][cH:15][c:16]([CH3:18])[cH:17]1.[CH2:32]1[O:33][CH2:34][CH2:35][CH2:36]1.[F:1][c:2]1[cH:3][cH:4][c:5]([CH2:6][C:7]#[N:8])[cH:9][cH:10]1.[H-:30].[Na+:29].[Na+:31].[c:19]1([CH3:20])[cH:21][cH:22][c:23]([S:24]([O-:25])=[O:26])[cH:27][cH:28]1>>[F:1][c:2]1[cH:3][cH:4][c:5]([CH:6]([C:7]#[N:8])[c:12]2[n:13][cH:14][cH:15][c:16]([CH3:18])[cH:17]2)[cH:9][cH:10]1. The reactants are C(=O)(OC(C)(C)C)N1CCC(CC1)O (1-Boc-4-hydroxypiperidine), Cl.ClC1=C(C=NC=C1)C (4-chloro-3-methylpyridine hydrochloride). Reaction conditions: time 72 hour. The product is CC=1C=NC=CC1OC1CCN(CC1)C(=O)OC(C)(C)C (tert-Butyl 4-[(3-methylpyridin-4-yl)oxy]piperidine-1-carboxylate). As a reaction SMILES: [C:1]([N:8]1[CH2:13][CH2:12][CH:11]([OH:14])[CH2:10][CH2:9]1)([O:3][C:4]([CH3:7])([CH3:6])[CH3:5])=[O:2].Cl.Cl[C:17]1[CH:22]=[CH:21][N:20]=[CH:19][C:18]=1[CH3:23]>>[CH3:23][C:18]1[CH:19]=[N:20][CH:21]=[CH:22][C:17]=1[O:14][CH:11]1[CH2:12][CH2:13][N:8]([C:1]([O:3][C:4]([CH3:7])([CH3:6])[CH3:5])=[O:2])[CH2:9][CH2:10]1 |f:1.2|. Procedure details: The title compound was prepared from 1-Boc-4-hydroxypiperidine and 4-chloro-3-methylpyridine hydrochloride, using a similar method to preparation 27. The reaction mixture was stirred for 72 hours to afford the title compound the desired product in 87% yield. 1H NMR(CDCl3, 400 MHz) δ: 1.44(s, 9H), 1.75-1.85(m, 2H), 1.87-1.97(m, 2H), 2.18(s, 3H), 3.42-3.53(m, 2H), 3.56-3.65(m, 2H), 4.57-4.65(m, 1H), 6.72(d, 1H), 8.29(s, 1H), 8.35(d, 1H); LRMS APCI m/z 293 [M+H]+ The reactants are mercuric oxide, CC1=CC=C(COC=2C(=NC=CC2)NC(=S)NC2=CC=C(C=C2)Cl)C=C1 (N-[3-(4-methylbenzyloxy)pyrid-2-yl]-N'-(4-chlorophenyl)thiourea), N (ammonia). Reaction conditions: time 2 day. Product: CC1=CC=C(COC=2C(=NC=CC2)NC(=N)NC2=CC=C(C=C2)Cl)C=C1 (N-[3-(4-Methylbenzyloxy)pyrid-2-yl]-N'-(4-chlorophenyl)guanidine). Reaction SMILES: [CH3:1][C:2]1[CH:26]=[CH:25][C:5]([CH2:6][O:7][C:8]2[C:9]([NH:14][C:15]([NH:17][C:18]3[CH:23]=[CH:22][C:21]([Cl:24])=[CH:20][CH:19]=3)=S)=[N:10][CH:11]=[CH:12][CH:13]=2)=[CH:4][CH:3]=1.[NH3:27]>>[CH3:1][C:2]1[CH:26]=[CH:25][C:5]([CH2:6][O:7][C:8]2[C:9]([NH:14][C:15]([NH:17][C:18]3[CH:23]=[CH:22][C:21]([Cl:24])=[CH:20][CH:19]=3)=[NH:27])=[N:10][CH:11]=[CH:12][CH:13]=2)=[CH:4][CH:3]=1. Procedure: A mixture of yellow mercuric oxide (0.68 g, 0.0031 mol), N-[3-(4-methylbenzyloxy)pyrid-2-yl]-N'-(4-chlorophenyl)thiourea (1.01 g, 0.0026 mol) and methanolic ammonia solution (40 ml) was stirred for 2 days at room temperature. The solvent was removed in vacuo and the black residue was boiled with chloroform and filtered hot. Evaporation of the solvent and recrystallisation from acetonitrile gave the desired product. Yield 0.5 g (52%), m.p. 174°-175 ° C. The reactants are [Br-].C(C(C)C)[Zn+] (isobutyl zinc bromide), C(C1=CC=CC=C1)OC(NC1CC2=CC=C(C=C2C1)Br)=O ((5-Bromo-indan-2-yl)-carbamic acid benzyl ester). Reagents/catalysts: C1=CC=C(C=C1)P([C-]2C=CC=C2)C3=CC=CC=C3.C1=CC=C(C=C1)P([C-]2C=CC=C2)C3=CC=CC=C3.Cl[Pd]Cl.[Fe+2] (PdCl2(dppf)2). Solvent: C1CCOC1 (THF). Run at temperature 50 celsius, time 18 hour. Product: C(C1=CC=CC=C1)OC(N[C@H]1CC2=CC=C(C=C2C1)CC(C)C)=O ((S)-(5-Isobutyl-indan-2-yl)-carbamic acid benzyl ester), C(C)(=O)OCC.CCCC(C)C (ethyl acetate iso-hexane). Reaction SMILES: [Br-].[CH2:2]([Zn+])[CH:3]([CH3:5])[CH3:4].[CH2:7]([O:14][C:15](=[O:27])[NH:16][CH:17]1[CH2:25][C:24]2[C:19](=[CH:20][CH:21]=[C:22](Br)[CH:23]=2)[CH2:18]1)[C:8]1[CH:13]=[CH:12][CH:11]=[CH:10][CH:9]=1>C1COCC1.C1C=CC(P(C2C=CC=CC=2)[C-]2C=CC=C2)=CC=1.C1C=CC(P(C2C=CC=CC=2)[C-]2C=CC=C2)=CC=1.Cl[Pd]Cl.[Fe+2]>[CH2:7]([O:14][C:15](=[O:27])[NH:16][C@@H:17]1[CH2:25][C:24]2[C:19](=[CH:20][CH:21]=[C:22]([CH2:2][CH:3]([CH3:5])[CH3:4])[CH:23]=2)[CH2:18]1)[C:8]1[CH:13]=[CH:12][CH:11]=[CH:10][CH:9]=1.[C:15]([O:14][CH2:7][CH3:8])(=[O:27])[CH3:2].[CH3:11][CH2:10][CH2:9][CH:8]([CH3:13])[CH3:7] |f:0.1,4.5.6.7,9.10|. Reported procedure: (S)-5-Bromo-indan-2-ylamine (1.0 g) suspended in dichloromethane (10 ml) is cooled to 0° C. and benzyl chloroformate (0.74 ml) is added dropwise and the reaction mixture is stirred for 0.5 hour. The solution is filtered to give (S)-(5-Bromo-indan-2-yl)-carbamic acid benzyl ester. PdCl2(dppf)2 (59 mg) is placed in a dry flask under argon and isobutyl zinc bromide (50 ml, 0.5 M solution in THF) is added. (5-Bromo-indan-2-yl)-carbamic acid benzyl ester (2.50 g) is dissolved in dry THF (2 ml) and th... Reactants: BrC1=NC=C(C=C1[N+](=O)[O-])Br (2,5-dibromo-3-nitropyridine), COC1=C(C=CC=C1)B(O)O (2-methoxybenzeneboronic acid), C([O-])([O-])=O.[Na+].[Na+] (sodium carbonate). The reagents and catalysts are C=1C=CC(=CC1)[P](C=2C=CC=CC2)(C=3C=CC=CC3)[Pd]([P](C=4C=CC=CC4)(C=5C=CC=CC5)C=6C=CC=CC6)([P](C=7C=CC=CC7)(C=8C=CC=CC8)C=9C=CC=CC9)[P](C=1C=CC=CC1)(C=1C=CC=CC1)C=1C=CC=CC1 (tetrakis(triphenylphosphine)palladium). Run in C1(=CC=CC=C1)C (toluene), CCO (EtOH), O (water). Conditions: temperature 70 celsius, time 19 hour. The product is BrC=1C=C(C(=NC1)C1=C(C=CC=C1)OC)[N+](=O)[O-] (5-bromo-2-(2-methoxyphenyl)-3-nitropyridine). Reaction SMILES: Br[C:2]1[C:7]([N+:8]([O-:10])=[O:9])=[CH:6][C:5]([Br:11])=[CH:4][N:3]=1.[CH3:12][O:13][C:14]1[CH:19]=[CH:18][CH:17]=[CH:16][C:15]=1B(O)O.C(=O)([O-])[O-].[Na+].[Na+]>C1(C)C=CC=CC=1.CCO.O.C1C=CC([P]([Pd]([P](C2C=CC=CC=2)(C2C=CC=CC=2)C2C=CC=CC=2)([P](C2C=CC=CC=2)(C2C=CC=CC=2)C2C=CC=CC=2)[P](C2C=CC=CC=2)(C2C=CC=CC=2)C2C=CC=CC=2)(C2C=CC=CC=2)C2C=CC=CC=2)=CC=1>[Br:11][C:5]1[CH:6]=[C:7]([N+:8]([O-:10])=[O:9])[C:2]([C:15]2[CH:16]=[CH:17][CH:18]=[CH:19][C:14]=2[O:13][CH3:12])=[N:3][CH:4]=1 |f:2.3.4,^1:43,45,64,83|. Procedure: A stirred mixture of 2,5-dibromo-3-nitropyridine (0.32 g, 1.13 mmol), 2-methoxybenzeneboronic acid (0.19 g, 1.25 mmol), tetrakis(triphenylphosphine)palladium (65.5 mg, 0.057 mmol), and 2.0M sodium carbonate (3.0 mL, 6.00 mmol) in toluene (3.0 mL) and EtOH (1.0 mL) was heated to 70° C. After 19 h, the reaction was cooled to rt then diluted with water. After extraction with EtOAc, the organic layer was dried over anhydrous sodium sulfate. After filtration and concentration, the residue was purifie... Reactants: CC(C)CCCC(C)C1CCC2C3CCC4=CC(=O)CCC4(C)C3CCC12C, Cl. Product: CC(C)CCCC(C)C1CCC2C3CCC4C=CCCC4(C)C3CCC12C. Reaction SMILES: [CH3:1][CH:2]([CH3:3])[CH2:4][CH2:5][CH2:6][CH:7]([CH3:8])[CH:9]1[CH2:10][CH2:11][CH:12]2[CH:13]3[CH2:14][CH2:15][C:16]4=[CH:17][C:18](=[O:28])[CH2:19][CH2:20][C:21]4([CH3:22])[CH:23]3[CH2:24][CH2:25][C:26]12[CH3:27].[ClH:29]>>[CH3:1][CH:2]([CH3:3])[CH2:4][CH2:5][CH2:6][CH:7]([CH3:8])[CH:9]1[CH2:10][CH2:11][CH:12]2[CH:13]3[CH2:14][CH2:15][CH:16]4[CH:17]=[CH:18][CH2:19][CH2:20][C:21]4([CH3:22])[CH:23]3[CH2:24][CH2:25][C:26]12[CH3:27]. The reactants are C(C1=CC=CC=C1)(=O)C1=CC=CC=C1 (benzophenone), [Cl-].[NH4+] (ammonium chloride), CC1=CC=C(C=C1)CN1CCN(CC1)C(=O)OC(C)(C)C (1,1-Dimethylethyl 4-[(4-methylphenyl)methyl]-1-piperazine carboxylate), CN(CCN(C)C)C (N,N,N′,N′-tetramethylethylenediamine), solution, C(C)(CC)[Li] (sec-butyllithium), C1CCCCC1 (cyclohexane). The solvent is O1CCCC1 (tetrahydrofuran), C(C)(=O)OCC (Ethyl acetate), O1CCCC1 (tetrahydrofuran), CCCCCC (hexane). Reaction conditions: temperature -78 celsius, time 3 hour. Product: CC1=CC=C(C=C1)CN1CC2N(CC1)C(OC2(C2=CC=CC=C2)C2=CC=CC=C2)=O (Hexahydro-7-[(4-methylphenyl)methyl]-1,1-diphenyl-3H-oxazolo[3,4-a]pyrazin-3-one). Isolated yield 82.8%. RXN SMILES: [CH3:1][C:2]1[CH:7]=[CH:6][C:5]([CH2:8][N:9]2[CH2:14][CH2:13][N:12]([C:15](OC(C)(C)C)=[O:16])[CH2:11][CH2:10]2)=[CH:4][CH:3]=1.CN(C)CCN(C)C.C([Li])(CC)C.C1CCCCC1.[C:41]([C:49]1[CH:54]=[CH:53][CH:52]=[CH:51][CH:50]=1)(=[O:48])[C:42]1[CH:47]=[CH:46][CH:45]=[CH:44][CH:43]=1.[Cl-].[NH4+]>O1CCCC1.CCCCCC.C(OCC)(=O)C>[CH3:1][C:2]1[CH:3]=[CH:4][C:5]([CH2:8][N:9]2[CH2:10][CH2:11][N:12]3[C:15](=[O:16])[O:48][C:41]([C:49]4[CH:54]=[CH:53][CH:52]=[CH:51][CH:50]=4)([C:42]4[CH:47]=[CH:46][CH:45]=[CH:44][CH:43]=4)[CH:13]3[CH2:14]2)=[CH:6][CH:7]=1 |f:5.6|. Procedure details: 1,1-Dimethylethyl 4-[(4-methylphenyl)methyl]-1-piperazine carboxylate (58 g, 0.2 mol) and N,N,N′,N′-tetramethylethylenediamine (35 g, 0.3 mol) were dissolved in tetrahydrofuran (400 mL), and the mixture was cooled to −78° C. under argon atmosphere. A 1.0 M solution of sec-butyllithium in hexane and cyclohexane (240 mL, 0.24 mol) was added dropwise over 1.5 hours, and the mixture was stirred at −78° C. for 3 hours. Then, the temperature was elevated to −30° C. for 2 hours. After cooling to −78° C...